Dataset: the Open Reaction Database (ORD), a public repository of structured organic reaction records. Task: describe an organic reaction: reactants, conditions, products, and yield The reactants are CO, COC(=O)Cc1cc(Br)c(F)cc1C, [Na+], [OH-]. The product is Cc1cc(F)c(Br)cc1CC(=O)O. Reaction SMILES: [CH3:17][OH:18].[CH3:1][O:2][C:3]([CH2:4][c:5]1[c:6]([CH3:13])[cH:7][c:8]([F:12])[c:9]([Br:11])[cH:10]1)=[O:14].[Na+:16].[OH-:15]>>[O:2]=[C:3]([CH2:4][c:5]1[c:6]([CH3:13])[cH:7][c:8]([F:12])[c:9]([Br:11])[cH:10]1)[OH:14]. Starting materials: C1(=CC=C(C=C1)C#C)C (p-tolylacetylene), BrC1=CC=C(C=C1)C1CCC(CC1)CO ([4-(4-bromophenyl)cyclohexyl]methanol). The reagents and catalysts are C=1C=CC(=CC1)[P](C=2C=CC=CC2)(C=3C=CC=CC3)[Pd]([P](C=4C=CC=CC4)(C=5C=CC=CC5)C=6C=CC=CC6)([P](C=7C=CC=CC7)(C=8C=CC=CC8)C=9C=CC=CC9)[P](C=1C=CC=CC1)(C=1C=CC=CC1)C=1C=CC=CC1 (tetrakis(triphenylphosphine)palladium(0)). The solvent is N1CCCC1 (pyrrolidine). Conditions: temperature 80 celsius. Product: C1(=CC=C(C=C1)C#CC1=CC=C(C=C1)C1CCC(CC1)CO)C ([4-(4-p-tolylethynylphenyl)cyclohexyl]methanol). As a reaction SMILES: [C:1]1([CH3:9])[CH:6]=[CH:5][C:4]([C:7]#[CH:8])=[CH:3][CH:2]=1.Br[C:11]1[CH:16]=[CH:15][C:14]([CH:17]2[CH2:22][CH2:21][CH:20]([CH2:23][OH:24])[CH2:19][CH2:18]2)=[CH:13][CH:12]=1>C1C=CC([P]([Pd]([P](C2C=CC=CC=2)(C2C=CC=CC=2)C2C=CC=CC=2)([P](C2C=CC=CC=2)(C2C=CC=CC=2)C2C=CC=CC=2)[P](C2C=CC=CC=2)(C2C=CC=CC=2)C2C=CC=CC=2)(C2C=CC=CC=2)C2C=CC=CC=2)=CC=1.N1CCCC1>[C:1]1([CH3:9])[CH:6]=[CH:5][C:4]([C:7]#[C:8][C:11]2[CH:16]=[CH:15][C:14]([CH:17]3[CH2:22][CH2:21][CH:20]([CH2:23][OH:24])[CH2:19][CH2:18]3)=[CH:13][CH:12]=2)=[CH:3][CH:2]=1 |^1:28,30,49,68|. Procedure details: 25.0 g of p-tolylacetylene and 12.71 g of tetrakis(triphenylphosphine)palladium(0) (9.2% of Pd) were introduced into 500 ml of pyrrolidine, and 65.36 g of [4-(4-bromophenyl)cyclohexyl]methanol were added quickly. The mixture was then warmed at 80° C. for 2.5 hours with stirring, cooled and subjected to conventional work-up, giving [4-(4-p-tolylethynylphenyl)cyclohexyl]methanol as a crystalline solid. Reactants: NN (hydrazine), FC(F)(F)N=C=O (trifluoromethyl isocyanate), FC1=CC=C(C=C1)[N+](=O)[O-] (p-Fluoronitrobenzene), FC1=CC=C(C=C1)NO (N-(4-fluorophenyl)hydroxylamine). Reagents/catalysts: [Pd] (palladium on charcoal). Run in O1CCCC1 (tetrahydrofuran). Run at time 48 hour. The product is FC(NC(=O)N(O)C1=CC=C(C=C1)F)(F)F (1-trifluoromethyl-3-(4'-fluorophenyl)-3-hydroxyurea). Reaction SMILES: [F:1][C:2]1[CH:7]=[CH:6][C:5]([N+:8]([O-:10])=O)=[CH:4][CH:3]=1.NN.FC1C=CC(NO)=CC=1.[F:22][C:23]([N:26]=[C:27]=[O:28])([F:25])[F:24]>O1CCCC1.[Pd]>[F:22][C:23]([F:25])([F:24])[NH:26][C:27]([N:8]([C:5]1[CH:6]=[CH:7][C:2]([F:1])=[CH:3][CH:4]=1)[OH:10])=[O:28]. Reported procedure: p-Fluoronitrobenzene (14.1 grams; 0.1 mol) is dissolved in tetrahydrofuran (100 ml). Ten percent palladium on charcoal catalyst (0.1 gram) is added to the solution followed by hydrazine (6.0 ml; 0.1 mol), and the resulting mixture stirred at room temperature for about 48 hours with cooling as necessary. The reaction mixture, containing N-(4-fluorophenyl)hydroxylamine, is dried over anhydrous magnesium sulfate and filtered. To this solution is added trifluoromethyl isocyanate (11.1 grams; 0.1 mol... Reactants: C1CCOC1, COC(=O)Cc1c(C)n(S(=O)(=O)c2ccc(Cl)c(Cl)c2)c2ncccc12, CI, [Li]CCCC, CC(C)NC(C)C. Reaction SMILES: [CH2:41]1[O:42][CH2:43][CH2:44][CH2:45]1.[CH3:13][O:14][C:15]([CH2:16][c:17]1[c:18]([CH3:37])[n:19]([S:26](=[O:27])(=[O:28])[c:29]2[cH:30][c:31]([Cl:36])[c:32]([Cl:35])[cH:33][cH:34]2)[c:20]2[n:21][cH:22][cH:23][cH:24][c:25]12)=[O:38].[CH3:39][I:40].[CH3:8][CH2:9][CH2:10][CH2:11][Li:12].[CH:1]([NH:2][CH:3]([CH3:4])[CH3:5])([CH3:6])[CH3:7]>>[CH3:1][CH:16]([C:15]([O:14][CH3:13])=[O:38])[c:17]1[c:18]([CH3:37])[n:19]([S:26](=[O:27])(=[O:28])[c:29]2[cH:30][c:31]([Cl:36])[c:32]([Cl:35])[cH:33][cH:34]2)[c:20]2[n:21][cH:22][cH:23][cH:24][c:25]12. Product: COC(=O)C(C)c1c(C)n(S(=O)(=O)c2ccc(Cl)c(Cl)c2)c2ncccc12. Reactants: COC(=O)C=1C(=NOC1N)C1=CC(=CC=C1)F (methyl-5-amino-3-(3-fluorophenyl)isoxazol-4-carboxylate), [OH-].[Na+] (sodium hydroxide). Run in CO (methanol). Yields the product NC1=C(C(=NO1)C1=CC(=CC=C1)F)C(=O)O (5-amino-3-(3-fluorophenyl)isoxazol-4-carboxylic acid). Yield: 54.6%. Reaction SMILES: C[O:2][C:3]([C:5]1[C:6]([C:11]2[CH:16]=[CH:15][CH:14]=[C:13]([F:17])[CH:12]=2)=[N:7][O:8][C:9]=1[NH2:10])=[O:4].[OH-].[Na+]>CO>[NH2:10][C:9]1[O:8][N:7]=[C:6]([C:11]2[CH:16]=[CH:15][CH:14]=[C:13]([F:17])[CH:12]=2)[C:5]=1[C:3]([OH:4])=[O:2] |f:1.2|. Procedure: In a similar manner as described in Preparation Example 25, by using methanol (60 mL), methyl-5-amino-3-(3-fluorophenyl)isoxazol-4-carboxylate (6.0 g, 25.40 mmol) and 3% sodium hydroxide aqueous solution (60 mL), a white solid required compound (3.08 g, 13.86 mmol, 55%) was obtained. Reactants: COC1=C(C(=O)OC)C=C(C=C1)N1N=NN=C1 (methyl 2-methoxy-5-(1H-tetrazol-1-yl)benzoate), O (water), aqueous solution, [OH-].[Na+] (sodium hydroxide). The solvent is CO.O (methanol water). Run at time 4 hour. Yields the product COC1=C(C(=O)O)C=C(C=C1)N1N=NN=C1 (2-methoxy-5-(1H-tetrazol-1-yl)benzoic acid). Reaction SMILES: [CH3:1][O:2][C:3]1[CH:12]=[CH:11][C:10]([N:13]2[CH:17]=[N:16][N:15]=[N:14]2)=[CH:9][C:4]=1[C:5]([O:7]C)=[O:6].[OH-].[Na+].O>CO.O>[CH3:1][O:2][C:3]1[CH:12]=[CH:11][C:10]([N:13]2[CH:17]=[N:16][N:15]=[N:14]2)=[CH:9][C:4]=1[C:5]([OH:7])=[O:6] |f:1.2,4.5|. Procedure details: Combine methyl 2-methoxy-5-(1H-tetrazol-1-yl)benzoate (2.86 g, 12.2 mmol) and a 1 M aqueous solution of sodium hydroxide (13.43 mL, 13.43 mmol) in methanol/water 100 mL, 5:1 vol./vol.). Heat to reflux. After 4 hours. concentrate in vacuo to remove most of the methanol, add water (50 mL), and adjust the pH to about 4 using a 1 M aqueous hydrochloric acid solution. Evaporate in vacuo to give a solid, slurry the solid with water, filter, and dry to give 2-methoxy-5-(1H-tetrazol-1-yl)benzoic acid.